From a dataset of the Open Reaction Database (ORD), a public repository of structured organic reaction records. describe an organic reaction: reactants, conditions, products, and yield The reactants are CC(C)N(CC1OC(n2cnc3c(N)ncnc32)C2OC(C)(C)OC12)C1CC(CCc2nc3cc(C4(C)CCC4)ccc3[nH]2)C1, O, O=C(O)C(F)(F)F. Product: CC(C)N(CC1OC(n2cnc3c(N)ncnc32)C(O)C1O)C1CC(CCc2nc3cc(C4(C)CCC4)ccc3[nH]2)C1. As a reaction SMILES: [CH:1]([CH3:2])([CH3:3])[N:4]([CH:5]1[CH2:6][CH:7]([CH2:9][CH2:10][c:11]2[n:12][c:13]3[c:14]([nH:15]2)[cH:16][cH:17][c:18]([C:20]2([CH3:24])[CH2:21][CH2:22][CH2:23]2)[cH:19]3)[CH2:8]1)[CH2:25][CH:26]1[O:27][CH:28]([n:36]2[c:37]3[n:38][cH:39][n:40][c:41]([NH2:45])[c:42]3[n:43][cH:44]2)[CH:29]2[CH:30]1[O:31][C:32]([CH3:34])([CH3:35])[O:33]2.[OH2:53].[OH:46][C:47]([C:48]([F:49])([F:50])[F:51])=[O:52]>>[CH:1]([CH3:2])([CH3:3])[N:4]([CH:5]1[CH2:6][CH:7]([CH2:9][CH2:10][c:11]2[n:12][c:13]3[c:14]([nH:15]2)[cH:16][cH:17][c:18]([C:20]2([CH3:24])[CH2:21][CH2:22][CH2:23]2)[cH:19]3)[CH2:8]1)[CH2:25][CH:26]1[O:27][CH:28]([n:36]2[c:37]3[n:38][cH:39][n:40][c:41]([NH2:45])[c:42]3[n:43][cH:44]2)[CH:29]([OH:33])[CH:30]1[OH:31]. Starting materials: Cc1ccccc1-n1nc2c3ccccc3n(Cc3ccc(Br)nc3)nc-2c1=O, O=C([O-])[O-], C1COCCN1, CS(C)=O, [K+], [K+], O. Reaction SMILES: [Br:1][c:2]1[cH:3][cH:4][c:5]([CH2:8][n:9]2[n:10][c:11]3[c:21](=[O:22])[n:20](-[c:23]4[c:24]([CH3:29])[cH:25][cH:26][cH:27][cH:28]4)[n:19][c:12]-3[c:13]3[cH:14][cH:15][cH:16][cH:17][c:18]23)[cH:6][n:7]1.[C:36](=[O:37])([O-:38])[O-:39].[CH2:30]1[CH2:31][O:32][CH2:33][CH2:34][NH:35]1.[CH3:43][S:44](=[O:45])[CH3:46].[K+:40].[K+:41].[OH2:42]>>[c:2]1([N:35]2[CH2:30][CH2:31][O:32][CH2:33][CH2:34]2)[cH:3][cH:4][c:5]([CH2:8][n:9]2[n:10][c:11]3[c:21](=[O:22])[n:20](-[c:23]4[c:24]([CH3:29])[cH:25][cH:26][cH:27][cH:28]4)[n:19][c:12]-3[c:13]3[cH:14][cH:15][cH:16][cH:17][c:18]23)[cH:6][n:7]1. The product is Cc1ccccc1-n1nc2c3ccccc3n(Cc3ccc(N4CCOCC4)nc3)nc-2c1=O. The reactants are ClC1=C(C(=CC=C1C)Cl)NS(=O)(=O)C1=NN2C(N=C(C=C2Cl)C)=N1 (N-(2,6-dichloro-3-methylphenyl)-7-chloro-5-methyl-1,2,4-triazolo[1,5-a]pyrimidine-2-sulfonamide), [Na] (Sodium), C(C)O (ethanol), Cl (hydrochloric acid). Reaction conditions: time 15 minute. Product: ClC1=C(C(=CC=C1C)Cl)NS(=O)(=O)C1=NN2C(N=C(C=C2OCC)C)=N1 (N-(2,6-dichloro-3-methylphenyl)-7-ethoxy-5-methyl-1,2,4-triazolo[1,5-a]pyrimidine-2-sulfonamide). RXN SMILES: [Na].[Cl:2][C:3]1[C:8]([CH3:9])=[CH:7][CH:6]=[C:5]([Cl:10])[C:4]=1[NH:11][S:12]([C:15]1[N:25]=[C:18]2[N:19]=[C:20]([CH3:24])[CH:21]=[C:22](Cl)[N:17]2[N:16]=1)(=[O:14])=[O:13].Cl.[CH2:27]([OH:29])[CH3:28]>>[Cl:2][C:3]1[C:8]([CH3:9])=[CH:7][CH:6]=[C:5]([Cl:10])[C:4]=1[NH:11][S:12]([C:15]1[N:25]=[C:18]2[N:19]=[C:20]([CH3:24])[CH:21]=[C:22]([O:29][CH2:27][CH3:28])[N:17]2[N:16]=1)(=[O:13])=[O:14] |^1:0|. Procedure: Sodium (0.69 g, 30 mmol) was added to about 50 ml of ethanol and allowed to react. The mixture was allowed to cool and then 4.0 g (9.8 mmol) of N-(2,6-dichloro-3-methylphenyl)-7-chloro-5-methyl-1,2,4-triazolo[1,5-a]pyrimidine-2-sulfonamide was added with stirring. After 15 minutes to starting material remained by thin layer chromatographic analysis although complete solution was never attained. The mixture was acidified with 6N hydrochloric acid and concentrated under reduced pressure. The resid... The reactants are O.OC1=CC=CC=2NN=NC21 (Hydroxybenzotriazole hydrate), C(C)N(C(C)C)C(C)C (N-ethyldiisopropylamine), CCN=C=NCCCN(C)C.Cl (N-(3-dimethylaminopropyl)-N-ethylcarbodiimide hydrochloride), FC=1C=C(C=CC1F)C1=NOC(=C1COC1=NC=C(C(=O)O)C=C1)CO (6-[3-(3,4-difluoro-phenyl)-5-hydroxymethyl-isoxazol-4-ylmethoxy]-nicotinic acid), N[C@@H](CO)CC ([R]-(−)-2-amino-1-butanol), Cl (hydrochloric acid). Solvent: C1CCOC1 (THF), CCCCCCC (heptane), C(C)(=O)OCC (ethyl acetate), C(C)(=O)OCC (ethyl acetate). Run at time 8 hour. Product: FC=1C=C(C=CC1F)C1=NOC(=C1COC1=NC=C(C(=O)N[C@H](CC)CO)C=C1)CO (6-[3-(3,4-Difluoro-phenyl)-5-hydroxymethyl-isoxazol-4-ylmethoxy]-N-([R]-1-hydroxymethyl-propyl)-nicotinamide). Yield: 37.1%. As a reaction SMILES: O.[OH:2][C:3]1[C:11]2[N:10]=NN[C:7]=2[CH:6]=CC=1.C(N(C(C)C)C(C)C)C.CCN=C=NCCCN(C)C.Cl.[F:33][C:34]1[CH:35]=[C:36]([C:41]2[C:45]([CH2:46][O:47][C:48]3[CH:56]=[CH:55][C:51]([C:52]([OH:54])=O)=[CH:50][N:49]=3)=[C:44]([CH2:57][OH:58])[O:43][N:42]=2)[CH:37]=[CH:38][C:39]=1[F:40].N[C@H](CC)CO.Cl>C1COCC1.CCCCCCC.C(OCC)(=O)C>[F:33][C:34]1[CH:35]=[C:36]([C:41]2[C:45]([CH2:46][O:47][C:48]3[CH:56]=[CH:55][C:51]([C:52]([NH:10][C@@H:11]([CH2:3][OH:2])[CH2:7][CH3:6])=[O:54])=[CH:50][N:49]=3)=[C:44]([CH2:57][OH:58])[O:43][N:42]=2)[CH:37]=[CH:38][C:39]=1[F:40] |f:0.1,3.4|. Procedure details: Hydroxybenzotriazole hydrate (43.1 mg, 0.28 mmol), N-ethyldiisopropylamine (241 μL, 1.38 mmol) and N-(3-dimethylaminopropyl)-N-ethylcarbodiimide hydrochloride (54.0 mg, 0.28 mmol) were added at 0° C. to a solution 6-[3-(3,4-difluoro-phenyl)-5-hydroxymethyl-isoxazol-4-ylmethoxy]-nicotinic acid (100 mg, 0.28 mmol) and [R]-(−)-2-amino-1-butanol (32.4 μL, 0.33 mmol) in THF (8 mL). The reaction mixture was stirred at room temperature overnight. Addition of aqueous hydrochloric acid (1 N, 10 mL), extr... Reaction SMILES: [CH2:4]=[O:5].[CH3:1][NH:2][CH3:3].[CH3:22][C:23](=[O:24])[OH:25].[Cl:6][c:7]1[cH:8][c:9]2[cH:10][cH:11][nH:12][c:13]2[cH:14][cH:15]1.[O:16]1[CH2:17][CH2:18][O:19][CH2:20][CH2:21]1>>[CH3:1][N:2]([CH3:3])[CH2:4][c:10]1[c:9]2[cH:8][c:7]([Cl:6])[cH:15][cH:14][c:13]2[nH:12][cH:11]1. The reactants are C=O, CNC, CC(=O)O, Clc1ccc2[nH]ccc2c1, C1COCCO1. Product: CN(C)Cc1c[nH]c2ccc(Cl)cc12. Reactants: C1(=CC=CC=C1)C1=CC=C(CN)C=C1 (4-phenylbenzylamine), C(C)(C)(C)OC(=O)C1=C(C=CC=C1)C1=CC=C(C=C1)CN1C(=C(C2=CC(=CC=C12)C(=O)O)C)C (1-((2′-(tert-butoxycarbonyl)biphenyl-4-yl)methyl)-2,3-dimethyl-1H-indole-5-carboxylic acid). The product is C1(=CC=C(C=C1)CNC(=O)C=1C=C2C(=C(N(C2=CC1)CC1=CC=C(C=C1)C=1C(=CC=CC1)C(=O)O)C)C)C1=CC=CC=C1 (4′-((5-(biphenyl-4-ylmethylcarbamoyl)-2,3-dimethyl-1H-indol-1-yl)methyl)biphenyl-2-carboxylic acid). Reaction SMILES: [C:1]1([C:7]2[CH:14]=[CH:13][C:10]([CH2:11][NH2:12])=[CH:9][CH:8]=2)[CH:6]=[CH:5][CH:4]=[CH:3][CH:2]=1.C([O:19][C:20]([C:22]1[CH:27]=[CH:26][CH:25]=[CH:24][C:23]=1[C:28]1[CH:33]=[CH:32][C:31]([CH2:34][N:35]2[C:43]3[C:38](=[CH:39][C:40]([C:44](O)=[O:45])=[CH:41][CH:42]=3)[C:37]([CH3:47])=[C:36]2[CH3:48])=[CH:30][CH:29]=1)=[O:21])(C)(C)C>>[C:7]1([C:1]2[CH:2]=[CH:3][CH:4]=[CH:5][CH:6]=2)[CH:8]=[CH:9][C:10]([CH2:11][NH:12][C:44]([C:40]2[CH:39]=[C:38]3[C:43](=[CH:42][CH:41]=2)[N:35]([CH2:34][C:31]2[CH:30]=[CH:29][C:28]([C:23]4[C:22]([C:20]([OH:21])=[O:19])=[CH:27][CH:26]=[CH:25][CH:24]=4)=[CH:33][CH:32]=2)[C:36]([CH3:48])=[C:37]3[CH3:47])=[O:45])=[CH:13][CH:14]=1. Procedure details: The title compound was prepared following the same general protocol as described in Steps 8-9, Example 1, using 4-phenylbenzylamine and 1-((2′-(tert-butoxycarbonyl)biphenyl-4-yl)methyl)-2,3-dimethyl-1H-indole-5-carboxylic acid. Starting materials: COC1=C(C=C2CCC(C2=C1)=O)N1CCOCC1 (6-methoxy-5-morpholino-2,3-dihydro-1H-inden-1-one), C(C1=CC=CC=C1)N1CCC(CC1)C=O (1-benzylpiperidine-4-carbaldehyde), C1(=CC=C(C=C1)S(=O)(=O)O)C (p-Toluene sulphonic acid). The solvent is C(C)(=O)OCC (ethyl acetate), C1(=CC=CC=C1)C (toluene). Reaction conditions: temperature 120 celsius, time 6 hour. Yields the product C(C1=CC=CC=C1)N1CCC(CC1)\C=C/1\C(C2=CC(=C(C=C2C1)N1CCOCC1)OC)=O ((E)-2-((1-benzylpiperidin-4-yl)methylene)-6-methoxy-5-morpholino-2, 3-dihydro-1H-inden-1-one). Reaction SMILES: [CH3:1][O:2][C:3]1[CH:11]=[C:10]2[C:6]([CH2:7][CH2:8][C:9]2=[O:12])=[CH:5][C:4]=1[N:13]1[CH2:18][CH2:17][O:16][CH2:15][CH2:14]1.[CH2:19]([N:26]1[CH2:31][CH2:30][CH:29]([CH:32]=O)[CH2:28][CH2:27]1)[C:20]1[CH:25]=[CH:24][CH:23]=[CH:22][CH:21]=1.C1(C)C=CC(S(O)(=O)=O)=CC=1>C1(C)C=CC=CC=1.C(OCC)(=O)C>[CH2:19]([N:26]1[CH2:31][CH2:30][CH:29](/[CH:32]=[C:8]2/[C:9](=[O:12])[C:10]3[C:6]([CH2:7]/2)=[CH:5][C:4]([N:13]2[CH2:14][CH2:15][O:16][CH2:17][CH2:18]2)=[C:3]([O:2][CH3:1])[CH:11]=3)[CH2:28][CH2:27]1)[C:20]1[CH:25]=[CH:24][CH:23]=[CH:22][CH:21]=1. Reported procedure: To a solution of 13 (150 mg, 0.607 mmol) in toluene 15 mL was added 1-benzylpiperidine-4-carbaldehyde 21 (123.4 mg, 0.607 mmol). p-Toluene sulphonic acid (PTSA) (230.9 mg, 1.214 mmol) was added to the reaction mixture, and stirred at 120° C. for 6 h. The reaction mass was diluted with ethyl acetate and washed with water (3×25 mL). The organic layer was dried over sodium sulphate and concentrated to get the crude material, which was purified through flash chromatography using 100-200 mesh silica ... Starting materials: C(#N)C1(C2CC3CC(CC1C3)C2)COC2=CC(=C(C(=O)O)C=C2C2CC2)F (4-((2-cyanoadamantan-2-yl)methoxy)-5-cyclopropyl-2-fluorobenzoic acid), ClC=1C(=CC(=C(C(=O)O)C1)F)OC1CCC(CC1)(F)F (5-chloro-4-((4,4-difluorocyclohexyl)oxy)-2-fluorobenzoic acid), CS(=O)(=O)N (methanesulfonamide), N1(CCC1)S(=O)(=O)N (azetidine-1-sulfonamide). The product is N1(CCC1)S(=O)(=O)NC(C1=C(C=C(C(=C1)Cl)OC1CCC(CC1)(F)F)F)=O (N-(azetidin-1-ylsulfonyl)-5-chloro-4-((4,4-difluorocyclohexyl)oxy)-2-fluorobenzamide), solid. The yield is 19.0%. As a reaction SMILES: CS(N)(=O)=O.[N:6]1([S:10]([NH2:13])(=[O:12])=[O:11])[CH2:9][CH2:8][CH2:7]1.C(C1(COC2C(C3CC3)=CC(C(O)=O)=C(F)C=2)C2CC3CC(CC1C3)C2)#N.[Cl:41][C:42]1[C:43]([O:52][CH:53]2[CH2:58][CH2:57][C:56]([F:60])([F:59])[CH2:55][CH2:54]2)=[CH:44][C:45]([F:51])=[C:46]([CH:50]=1)[C:47](O)=[O:48]>>[N:6]1([S:10]([NH:13][C:47](=[O:48])[C:46]2[CH:50]=[C:42]([Cl:41])[C:43]([O:52][CH:53]3[CH2:58][CH2:57][C:56]([F:60])([F:59])[CH2:55][CH2:54]3)=[CH:44][C:45]=2[F:51])(=[O:12])=[O:11])[CH2:9][CH2:8][CH2:7]1. Reported procedure: Following the procedure as described in Example 332 Step 7 and making non-critical variations to replace methanesulfonamide with azetidine-1-sulfonamide and to replace 4-((2-cyanoadamantan-2-yl)methoxy)-5-cyclopropyl-2-fluorobenzoic acid with 5-chloro-4-((4,4-difluorocyclohexyl)oxy)-2-fluorobenzoic acid, the title compound was obtained as a colorless solid (0.028 g, 19%): 1H NMR (300 MHz, DMSO-d6) δ 11.80 (br s, 1H), 7.78 (d, J=7.5 Hz, 1H), 7.38 (d, J=12.4 Hz, 1H), 4.85 (br s, 1H), 4.00 (t, J=7.... The reactants are CC(C)(C)OC(=O)N1CCC(ONC(=O)c2cc3ccncn3c2Nc2ccc(I)cc2F)CC1, Cl, C1COCCO1. The product is O=C(NOC1CCNCC1)c1cc2ccncn2c1Nc1ccc(I)cc1F. RXN SMILES: [C:1]([O:2][C:3](=[O:4])[N:8]1[CH2:9][CH2:10][CH:11]([O:14][NH:15][C:16](=[O:17])[c:18]2[cH:19][c:20]3[n:21]([cH:22][n:23][cH:24][cH:25]3)[c:26]2[NH:27][c:28]2[c:29]([F:35])[cH:30][c:31]([I:34])[cH:32][cH:33]2)[CH2:12][CH2:13]1)([CH3:5])([CH3:6])[CH3:7].[ClH:36].[O:37]1[CH2:38][CH2:39][O:40][CH2:41][CH2:42]1>>[NH:8]1[CH2:9][CH2:10][CH:11]([O:14][NH:15][C:16](=[O:17])[c:18]2[cH:19][c:20]3[n:21]([cH:22][n:23][cH:24][cH:25]3)[c:26]2[NH:27][c:28]2[c:29]([F:35])[cH:30][c:31]([I:34])[cH:32][cH:33]2)[CH2:12][CH2:13]1.